Task: describe an organic reaction: reactants, conditions, products, and yield. Dataset: the Open Reaction Database (ORD), a public repository of structured organic reaction records Starting materials: ClC(C=1N(C(=CN1)[N+](=O)[O-])C)Cl (2-dichloromethyl-1-methyl-5-nitroimidazole), S(O)(O)(=O)=O (sulfuric acid), [OH-].[Na+] (sodium hydroxide). Product: C(=O)C=1N(C(=CN1)[N+](=O)[O-])C (2-Formyl-1-methyl-5-nitroimidazole). Reaction SMILES: Cl[CH:2](Cl)[C:3]1[N:4]([CH3:11])[C:5]([N+:8]([O-:10])=[O:9])=[CH:6][N:7]=1.S(=O)(=O)(O)[OH:14].[OH-].[Na+]>>[CH:2]([C:3]1[N:4]([CH3:11])[C:5]([N+:8]([O-:10])=[O:9])=[CH:6][N:7]=1)=[O:14] |f:2.3|. Procedure: 210 parts of 2-dichloromethyl-1-methyl-5-nitroimidazole are stirred in 800 parts by volume of 10 percent strength by weight sulfuric acid for 2 hours at 100° C. The mixture is then neutralized with 550 parts of 6N sodium hydroxide solution, with intense cooling, and the resulting solution is extracted with 4 times 500 parts by volume of methylene chloride. The combined extracts are dried. 126 parts (82% of theory) of 2-formyl-1-methyl-5-nitroimidazole of melting point 93° C. (after recrystalliza... The solvent is CC(=O)C (acetone). Reported procedure: To the reactor as in Example 1, decanol-1 (300 g) was charged to the reactor and ZnO (2 g), KOH (6 g), CaO (5 g) and Cu Bronze (1.5 g) were added. The above reaction mixture was heated at 200° C. for 6 h to complete the reaction. The reaction mixture was filtered and purified by distillation to get 2-octyl-1-dodecanol (250 g). 2-octyl-1-dodecanol (250 g) was reacted with Jones reagent (200 ml) in acetone (200 ml) to get 2-octyl-1-dodecanoic acid. 2-Octyl-1-dodecanoic acid (200 g) was again charg... Starting materials: C(CCCCCCC)C(CO)CCCCCCCCCC (2-octyl-1-dodecanol), CC(=O)C.OS(=O)(=O)O.O=[Cr](=O)=O (Jones reagent). The product is C(CCCCCCC)C(C(=O)O)CCCCCCCCCC (2-octyl-1-dodecanoic acid). RXN SMILES: [CH2:1]([CH:9]([CH2:12][CH2:13][CH2:14][CH2:15][CH2:16][CH2:17][CH2:18][CH2:19][CH2:20][CH3:21])[CH2:10][OH:11])[CH2:2][CH2:3][CH2:4][CH2:5][CH2:6][CH2:7][CH3:8].CC(C)=[O:24].OS(O)(=O)=O.O=[Cr](=O)=O>CC(C)=O>[CH2:1]([CH:9]([CH2:12][CH2:13][CH2:14][CH2:15][CH2:16][CH2:17][CH2:18][CH2:19][CH2:20][CH3:21])[C:10]([OH:24])=[O:11])[CH2:2][CH2:3][CH2:4][CH2:5][CH2:6][CH2:7][CH3:8] |f:1.2.3|. Reaction SMILES: S[C:2]1[N:9]=[C:8]([CH3:10])[CH:7]=[CH:6][C:3]=1C#N.SC1N=C(C)C=C(C)C=1C#[N:15].O[S:23]([OH:26])(=O)=O>>[S:23]1(=[O:26])[C:7]2[CH:6]=[CH:3][CH:2]=[N:9][C:8]=2[CH:10]=[N:15]1. The reactants are SC1=C(C#N)C=CC(=N1)C (2-mercapto-6-methylnicotinonitrile), SC1=C(C#N)C(=CC(=N1)C)C (2-mercapto-4,6-dimethylnicotinonitrile), OS(=O)(=O)O (H2SO4). Reported procedure: treating 2-mercapto-6-methylnicotinonitrile and 2-mercapto-4,6-dimethylnicotinonitrile in concentrated H2SO4 at 100° C. to give pyridinoisothiazolone compounds 3 (R1═H, R2=Me) and 4 (R1═R2=Me), respectively; Yields the product S1(N=CC2=C1C=CC=N2)=O (pyridinoisothiazolone).